This data is from the Open Reaction Database (ORD), a public repository of structured organic reaction records. The task is: describe an organic reaction: reactants, conditions, products, and yield The reactants are NC1=C(C(=O)NC(C)C)C=CC=C1C (2-amino-3-methyl-N-(1-methylethyl)benzamide), C=O (paraformaldehyde), C1(=CC=C(C=C1)S(=O)(=O)O)C (p-toluenesulfonic acid). The solvent is C(C)O (ethanol). The product is CC=1C=CC=C2C(N(CNC12)C(C)C)=O (2,3-dihydro-8-methyl-3-(1-methylethyl)-4(1H)-quinazolinone). The yield is 95.0%. As a reaction SMILES: [NH2:1][C:2]1[C:13]([CH3:14])=[CH:12][CH:11]=[CH:10][C:3]=1[C:4]([NH:6][CH:7]([CH3:9])[CH3:8])=[O:5].C=O.[C:17]1(C)C=CC(S(O)(=O)=O)=CC=1>C(O)C>[CH3:14][C:13]1[CH:12]=[CH:11][CH:10]=[C:3]2[C:2]=1[NH:1][CH2:17][N:6]([CH:7]([CH3:9])[CH3:8])[C:4]2=[O:5]. Procedure details: To a solution of 2-amino-3-methyl-N-(1-methylethyl)benzamide (0.5 g, 2.6 mmol) in ethanol (10 mL) was added paraformaldehyde (78 mg, 2.6 mmol) and p-toluenesulfonic acid (18 mg, 95 μmol) and the mixture was heated at reflux until it became clear (approximately 4 hours). The solvent was removed under reduced pressure to give the title compound (95% pure) which was used without further purification. Reactants: C(C)OCC (ethyl ether), BrC(C(=O)OCC)C(=O)C1=CC(=CC=C1)C#N (ethyl 2-bromo-3-(3-cyanophenyl)-3-oxopropionate), NC(=S)N (thiourea). Run in O1CCCC1 (tetrahydrofuran). Conditions: temperature 65 celsius, time 16 hour. The product is NC=1SC(=C(N1)C1=CC(=CC=C1)C#N)C(=O)OCC (2-amino-4-(3-cyanophenyl)-5-carboethoxythiazole). Yield: 102.7%. As a reaction SMILES: Br[CH:2]([C:8]([C:10]1[CH:15]=[CH:14][CH:13]=[C:12]([C:16]#[N:17])[CH:11]=1)=O)[C:3]([O:5][CH2:6][CH3:7])=[O:4].[NH2:18][C:19]([NH2:21])=[S:20].C(OCC)C>O1CCCC1>[NH2:21][C:19]1[S:20][C:2]([C:3]([O:5][CH2:6][CH3:7])=[O:4])=[C:8]([C:10]2[CH:15]=[CH:14][CH:13]=[C:12]([C:16]#[N:17])[CH:11]=2)[N:18]=1. Procedure: To a solution of ethyl 2-bromo-3-(3-cyanophenyl)-3-oxopropionate (4.0 g, 13.5 mmol) in 100 mL of tetrahydrofuran was added thiourea (1.03 g, 13.5 mmol). The resulting mixture was stirred at 65° C. for 16 h. The reaction was allowed to cool and the solvent was evaporated in vacuo. The residue was triturated with ether, taken up in ethyl acetate, washed with saturated aq Na2CO3 and brine, dried (MgSO4) and concentrated in vacuo to yield a solid. Trituration with ethyl ether left the title compound... Reactants: CC1=CC=C(C=C1)C=1C(=CC=CC1)C=O (4'-Methylbiphenyl-2-carboxaldehyde), C(C)(=O)[O-].[NH4+] (ammonium acetate), C(C)(=O)O (acetic acid), [N+](=O)([O-])C (nitromethane), ice water, C(C)(=O)[O-].[NH4+] (ammonium acetate), [N+](=O)([O-])C (nitromethane). Yields the product CC1=CC=C(C=C1)C1=C(C=CC=C1)C=C[N+](=O)[O-] (4'-Methyl-2-(2-nitroethen-1-yl)biphenyl). Reaction SMILES: [CH3:1][C:2]1[CH:7]=[CH:6][C:5]([C:8]2[C:9]([CH:14]=O)=[CH:10][CH:11]=[CH:12][CH:13]=2)=[CH:4][CH:3]=1.C([O-])(=O)C.[NH4+].C(O)(=O)C.[N+:25]([CH3:28])([O-:27])=[O:26]>>[CH3:1][C:2]1[CH:7]=[CH:6][C:5]([C:8]2[CH:13]=[CH:12][CH:11]=[CH:10][C:9]=2[CH:14]=[CH:28][N+:25]([O-:27])=[O:26])=[CH:4][CH:3]=1 |f:1.2|. Procedure: 4'-Methylbiphenyl-2-carboxaldehyde (13.21 g, 67.3 mmol (1.0 eq), nitromethane (4.74 mL, 87.5 mmol, 1.3 eq), ammonium acetate (2.07 g, 26.0 mmol, 0.4 eq) and glacial acetic acid (30 mL) were mixed and refluxed for 2 days, at which time more nitromethane (4.74 mL) and ammonium acetate (2.07 g) were added and the reaction was refluxed for an additional 5 hours. The reaction mixture was poured into ice water (300 mL) and extracted with ethyl acetate (300 mL). The ethyl acetate layer was washed with ... The reactants are BrC=1C=C2CN(C(C2=CC1)=O)C1=CN(C2=NC=C(N=C21)C2=CC=C(C=C2)S(=O)(=O)C(C)C)C(C2=CC=CC=C2)(C2=CC=CC=C2)C2=CC=CC=C2 (5-bromo-2-[2-(4-isopropylsulfonylphenyl)-5-trityl-pyrrolo[2,3-b]pyrazin-7-yl]isoindolin-1-one), Pd(tBu3P)2, N1N=CC=C1B(O)O (1H-pyrazol-5-ylboronic acid), C(=O)([O-])[O-].[Na+].[Na+] (Na2CO3), [SiH](CC)(CC)CC (Et3SiH), C(=O)(C(F)(F)F)O (TFA). Solvent: O1CCOCC1 (1,4-dioxane). Conditions: temperature 60 celsius, time 48 hour. Yields the product C(C)(C)S(=O)(=O)C1=CC=C(C=C1)C=1N=C2C(=NC1)NC=C2N2C(C1=CC=C(C=C1C2)C2=CC=NN2)=O (2-(2-(4-(isopropylsulfonyl)phenyl)-5H-pyrrolo[2,3-b]pyrazin-7-yl)-5-(1H-pyrazol-5-yl)isoindolin-1-one). Yield: 21.2%. As a reaction SMILES: Br[C:2]1[CH:3]=[C:4]2[C:8](=[CH:9][CH:10]=1)[C:7](=[O:11])[N:6]([C:12]1[C:20]3[C:15](=[N:16][CH:17]=[C:18]([C:21]4[CH:26]=[CH:25][C:24]([S:27]([CH:30]([CH3:32])[CH3:31])(=[O:29])=[O:28])=[CH:23][CH:22]=4)[N:19]=3)[N:14](C(C3C=CC=CC=3)(C3C=CC=CC=3)C3C=CC=CC=3)[CH:13]=1)[CH2:5]2.[NH:52]1[C:56](B(O)O)=[CH:55][CH:54]=[N:53]1.C([O-])([O-])=O.[Na+].[Na+].[SiH](CC)(CC)CC.C(O)(C(F)(F)F)=O>O1CCOCC1>[CH:30]([S:27]([C:24]1[CH:23]=[CH:22][C:21]([C:18]2[N:19]=[C:20]3[C:12]([N:6]4[CH2:5][C:4]5[C:8](=[CH:9][CH:10]=[C:2]([C:54]6[NH:53][N:52]=[CH:56][CH:55]=6)[CH:3]=5)[C:7]4=[O:11])=[CH:13][NH:14][C:15]3=[N:16][CH:17]=2)=[CH:26][CH:25]=1)(=[O:28])=[O:29])([CH3:31])[CH3:32] |f:2.3.4|. Reported procedure: 5-bromo-2-[2-(4-isopropylsulfonylphenyl)-5-trityl-pyrrolo[2,3-b]pyrazin-7-yl]isoindolin-1-one (100 mg, 0.1327 mmol), 1H-pyrazol-5-ylboronic acid (17.81 mg, 0.1592 mmol) and Na2CO3 (200 μL of 2 M aqueous solution, 0.40 mmol) combined in 1,4-dioxane (1.5 mL). Mixture de-gassed (×3 vacuum-N2 cycles). Pd(tBu3P)2 (6.782 mg, 0.01327 mmol) added and mixture de-gassed (×3 cycles) then heated overnight at 60° C. Reaction mixture partitioned between DCM and water. Aqueous phase extracted with DCM. Combine... Run at temperature 150 celsius. The solvent is C(C)O (ethanol). Isolated yield 6.8%. As a reaction SMILES: Cl[C:2]1[NH:3][C:4](=[O:12])[C:5]2[CH:10]=[CH:9][N:8]([CH3:11])[C:6]=2[N:7]=1.[F:13][C:14]([F:25])([F:24])[C:15]1[N:20]=[CH:19][C:18](B(O)O)=[CH:17][CH:16]=1.ClCCl.C(=O)([O-])[O-].[Na+].[Na+]>C(O)C>[CH3:11][N:8]1[C:6]2[N:7]=[C:2]([C:18]3[CH:19]=[N:20][C:15]([C:14]([F:25])([F:24])[F:13])=[CH:16][CH:17]=3)[NH:3][C:4](=[O:12])[C:5]=2[CH:10]=[CH:9]1 |f:3.4.5|. Starting materials: ClC=1NC(C2=C(N1)N(C=C2)C)=O (2-chloro-7-methyl-3,7-dihydro-pyrrolo[2,3-d]pyrimidin-4-one), ClC=1NC(C2=C(N1)N(C=C2)C)=O (2-chloro-7-methyl-3,7-dihydro-pyrrolo[2,3-d]pyrimidin-4-one), FC(C1=CC=C(C=N1)B(O)O)(F)F (6-(trifluoromethyl)pyridin-3-ylboronic acid), ClCCl (dichloromethane), C([O-])([O-])=O.[Na+].[Na+] (sodium carbonate). The product is CN1C=CC2=C1N=C(NC2=O)C=2C=NC(=CC2)C(F)(F)F (7-methyl-2-(6-trifluoromethyl-pyridin-3-yl)-3,7-dihydro-pyrrolo[2,3-d]pyrimidin-4-one). Procedure: A high pressure microwave reaction vial was charged with 2-chloro-7-methyl-3,7-dihydro-pyrrolo[2,3-d]pyrimidin-4-one (Intermediate A) (55 mg, 0.3 mmol), 6-(trifluoromethyl)pyridin-3-ylboronic acid (68.6 mg, 0.36 mmol), [1,1′-bis(diphenylphosphino)ferrocene]dichloropalladium(II) complex with dichloromethane (21.9 mg, 0.03 mmol), a 2M aqueous sodium carbonate solution (0.45 mL, 0.9 mmol), and ethanol (2 mL). The vessel was sealed, degassed and flushed with nitrogen three times. The reaction was th... The reactants are [Si](C)(C)(C(C)(C)C)O[C@H]([C@H](C=1OC(=NN1)C1=CC(=C(C=C1)O[Si](C)(C)C(C)(C)C)F)NC1=C(C(=C(C#N)C=C1)Cl)C)C (4-((1R,2S)-2-(tert-butyldimethylsilyloxy)-1-(5-(4-(tert-butyldimethylsilyloxy)-3-fluoro-phenyl)-1,3,4-oxadiazol-2-yl)propylamino)-2-chloro-3-methylbenzonitrile), [F-].C(CCC)[N+](CCCC)(CCCC)CCCC (tetrabutylammonium fluoride). Yields the product ClC1=C(C#N)C=CC(=C1C)N[C@H]([C@H](C)O)C=1OC(=NN1)C1=CC(=C(C=C1)O)F (2-chloro-4-((1R,2S)-1-(5-(3-fluoro-4-hydroxyphenyl)-1,3,4-oxadiazol-2-yl)-2-hydroxypropylamino)-3-methylbenzonitrile), solid. The yield is 88.0%. RXN SMILES: [Si]([O:8][C@@H:9]([CH3:42])[C@@H:10]([NH:31][C:32]1[CH:39]=[CH:38][C:35]([C:36]#[N:37])=[C:34]([Cl:40])[C:33]=1[CH3:41])[C:11]1[O:12][C:13]([C:16]2[CH:21]=[CH:20][C:19]([O:22][Si](C(C)(C)C)(C)C)=[C:18]([F:30])[CH:17]=2)=[N:14][N:15]=1)(C(C)(C)C)(C)C.[F-].C([N+](CCCC)(CCCC)CCCC)CCC>>[Cl:40][C:34]1[C:33]([CH3:41])=[C:32]([NH:31][C@@H:10]([C:11]2[O:12][C:13]([C:16]3[CH:21]=[CH:20][C:19]([OH:22])=[C:18]([F:30])[CH:17]=3)=[N:14][N:15]=2)[C@@H:9]([OH:8])[CH3:42])[CH:39]=[CH:38][C:35]=1[C:36]#[N:37] |f:1.2|. Procedure: 4-((1R,2S)-2-(tert-butyldimethylsilyloxy)-1-(5-(4-(tert-butyldimethylsilyloxy)-3-fluoro-phenyl)-1,3,4-oxadiazol-2-yl)propylamino)-2-chloro-3-methylbenzonitrile (130 mg, 0.21 mmol) using tetrabutylammonium fluoride (1.0 M solution in THF, 0.62 mL, 0.62 mmol) in a procedure analogous to that used for the preparation of example 7. After column chromatography (50% EtOAc/hexanes) the title compound was isolated as a white solid (743 mg, 88%). 1H NMR (400 MHz, CDCl3, δ in ppm) 7.49 (m, 2H), 7.16 (m, 1... Starting materials: C1(=CC=CC=C1)C=1N=C(OC1C1=CC=CC=C1)CN(C=1C=C(OCC(=O)OC)C=CC1)C(=O)OCC (methyl [3-[[(4,5-diphenyl-2-oxazolyl) methyl](ethoxycarbonyl)amino]phenoxy]acetate), O[Li].O (LiOH.H2O). Solvent: CCO (EtOH). Conditions: time 25 hour. The product is C1(=CC=CC=C1)C=1N=C(OC1C1=CC=CC=C1)CN(C=1C=C(OCC(=O)O)C=CC1)C(=O)OCC ([3-[[(4,5-diphenyl-2-oxazolyl) methyl](ethoxycarbonyl)amino]phenoxy]acetic acid). Yield: 78.0%. RXN SMILES: [C:1]1([C:7]2[N:8]=[C:9]([CH2:18][N:19]([C:32]([O:34][CH2:35][CH3:36])=[O:33])[C:20]3[CH:21]=[C:22]([CH:29]=[CH:30][CH:31]=3)[O:23][CH2:24][C:25]([O:27]C)=[O:26])[O:10][C:11]=2[C:12]2[CH:17]=[CH:16][CH:15]=[CH:14][CH:13]=2)[CH:6]=[CH:5][CH:4]=[CH:3][CH:2]=1.O[Li].O>CCO>[C:1]1([C:7]2[N:8]=[C:9]([CH2:18][N:19]([C:32]([O:34][CH2:35][CH3:36])=[O:33])[C:20]3[CH:21]=[C:22]([CH:29]=[CH:30][CH:31]=3)[O:23][CH2:24][C:25]([OH:27])=[O:26])[O:10][C:11]=2[C:12]2[CH:13]=[CH:14][CH:15]=[CH:16][CH:17]=2)[CH:6]=[CH:5][CH:4]=[CH:3][CH:2]=1 |f:1.2|. Reported procedure: A mixture of methyl [3-[[(4,5-diphenyl-2-oxazolyl) methyl](ethoxycarbonyl)amino]phenoxy]acetate (0.90 g, 1.9 mmol), LiOH.H2O (82 mg, 2 mmol) and 95% EtOH (25 mL) was stirred at room temperature for about 25 hours. The EtOH was evaporated, the residue diluted with H2O and acidified with 2N HCl solution. Extraction with CH2Cl2 afforded an oil which was chromatographed first on a column of silica gel using CH2Cl2 /MeOH (9:1) as eluent and subsequently on a column of silica gel using hexanes/EtOAc/A... Reactants: N1(CCCC2=CC=CC=C12)S(=O)(=O)C1=CC=C(C(=O)O)C=C1 (4-(3,4-dihydroquinolin-1(2H)-ylsulfonyl)benzoic acid), C1(=CC=C(C=C1)C=1N=C(SC1)N)C (4-p-tolylthiazol-2-amine). Product: N1(CCCC2=CC=CC=C12)S(=O)(=O)C1=CC=C(C(=O)NC=2SC=C(N2)C2=CC=C(C=C2)C)C=C1 (4-(3,4-dihydroquinolin-1(2H)-ylsulfonyl)-N-(4-p-tolylthiazol-2-yl)benzamide). As a reaction SMILES: [N:1]1([S:11]([C:14]2[CH:22]=[CH:21][C:17]([C:18]([OH:20])=O)=[CH:16][CH:15]=2)(=[O:13])=[O:12])[C:10]2[C:5](=[CH:6][CH:7]=[CH:8][CH:9]=2)[CH2:4][CH2:3][CH2:2]1.[C:23]1([CH3:35])[CH:28]=[CH:27][C:26]([C:29]2[N:30]=[C:31]([NH2:34])[S:32][CH:33]=2)=[CH:25][CH:24]=1>>[N:1]1([S:11]([C:14]2[CH:22]=[CH:21][C:17]([C:18]([NH:34][C:31]3[S:32][CH:33]=[C:29]([C:26]4[CH:27]=[CH:28][C:23]([CH3:35])=[CH:24][CH:25]=4)[N:30]=3)=[O:20])=[CH:16][CH:15]=2)(=[O:13])=[O:12])[C:2]2[C:9](=[CH:10][CH:5]=[CH:4][CH:3]=2)[CH2:8][CH2:7][CH2:6]1. Procedure details: 4-(3,4-dihydroquinolin-1(2H)-ylsulfonyl)benzoic acid (1) (100 mg, 0.32 mmol) was treated with 4-p-tolylthiazol-2-amine (50 mg, 0.26 mmol) using method B. The residue was purified using flash chromatography eluting with 0-30% EtOAc in hexanes to give 4-(3,4-dihydroquinolin-1(2H)-ylsulfonyl)-N-(4-p-tolylthiazol-2-yl)benzamide as a yellow solid. Yield: 18 mg (14%). 1H-NMR: 8.21 (d, J=8.5 Hz, 2H), 7.83 (d, J=8.0 Hz, 2H), 7.75 (d, J=8.5 Hz, 2H), 7.65 (s, 1H), 7.61 (d, J=8.0 Hz, 1H), 7.27-7.19 (m, 3H)... Reactants: CC(=O)O, CCCCCNC(=O)N(C)c1cccc(-c2ccc(C=C(OC)C(=O)OC)cc2)c1, [Na+], C1CCOC1, [OH-]. The product is CCCCCNC(=O)N(C)c1cccc(-c2ccc(C=C(OC)C(=O)O)cc2)c1. As a reaction SMILES: [CH3:33][C:34](=[O:35])[OH:36].[CH3:3][O:4][C:5]([C:6](=[O:7])[O:8][CH3:9])=[CH:10][c:11]1[cH:12][cH:13][c:14](-[c:17]2[cH:18][c:19]([N:23]([C:24](=[O:25])[NH:26][CH2:27][CH2:28][CH2:29][CH2:30][CH3:31])[CH3:32])[cH:20][cH:21][cH:22]2)[cH:15][cH:16]1.[Na+:2].[O:37]1[CH2:38][CH2:39][CH2:40][CH2:41]1.[OH-:1]>>[CH3:3][O:4][C:5]([C:6](=[O:7])[OH:8])=[CH:10][c:11]1[cH:12][cH:13][c:14](-[c:17]2[cH:18][c:19]([N:23]([C:24](=[O:25])[NH:26][CH2:27][CH2:28][CH2:29][CH2:30][CH3:31])[CH3:32])[cH:20][cH:21][cH:22]2)[cH:15][cH:16]1.